Dataset: the Open Reaction Database (ORD), a public repository of structured organic reaction records. Task: describe an organic reaction: reactants, conditions, products, and yield The reactants are C1(CCCCC1)CCCC1(C(C(=C(C2=CC=CC=C12)O)C1=NS(C2=C(N1)C=CC(=C2)NS(=O)(=O)C)(=O)=O)=O)C (N-{3-[4-(3-cyclohexylpropyl)-1-hydroxy-4-methyl-3-oxo-3,4-dihydronaphthalen-2-yl]-1,1-dioxido-4H-1,2,4-benzothiadiazin-7-yl}methanesulfonamide), [OH-].[Na+] (sodium hydroxide). The solvent is O (water). Reaction conditions: temperature 25 celsius, time 1 hour. The product is C1(CCCCC1)CCCC1(C(C(=C(C2=CC=CC=C12)[O-])C1=NS(C2=C(N1)C=CC(=C2)NS(=O)(=O)C)(=O)=O)=O)C.[Na+] (Sodium 4-(3-cyclohexylpropyl)-4-methyl-2-{7-[(methylsulfonyl)amino]-1,1-dioxido-4H-1,2,4-benzothiadiazin-3-yl}-3-oxo-3,4-dihydronaphthalen-1-olate). The yield is 94.9%. Reaction SMILES: [CH:1]1([CH2:7][CH2:8][CH2:9][C:10]2([CH3:39])[C:19]3[C:14](=[CH:15][CH:16]=[CH:17][CH:18]=3)[C:13]([OH:20])=[C:12]([C:21]3[NH:26][C:25]4[CH:27]=[CH:28][C:29]([NH:31][S:32]([CH3:35])(=[O:34])=[O:33])=[CH:30][C:24]=4[S:23](=[O:37])(=[O:36])[N:22]=3)[C:11]2=[O:38])[CH2:6][CH2:5][CH2:4][CH2:3][CH2:2]1.[OH-].[Na+:41]>O>[CH:1]1([CH2:7][CH2:8][CH2:9][C:10]2([CH3:39])[C:19]3[C:14](=[CH:15][CH:16]=[CH:17][CH:18]=3)[C:13]([O-:20])=[C:12]([C:21]3[NH:26][C:25]4[CH:27]=[CH:28][C:29]([NH:31][S:32]([CH3:35])(=[O:34])=[O:33])=[CH:30][C:24]=4[S:23](=[O:36])(=[O:37])[N:22]=3)[C:11]2=[O:38])[CH2:6][CH2:5][CH2:4][CH2:3][CH2:2]1.[Na+:41] |f:1.2,4.5|. Procedure: A suspension of the product of Example 38C (0.339 g) in water (10 mL) was treated with 0.997N sodium hydroxide solution (0.595 mL, 0.593 mmol) and stirred at 25° C. for 1 hour. The solution was lyophilized to give the title compound (0.334 g, 95%). 1H NMR (300 MHz, DMSO-d6): δ ppm 0.63 (m, 3 H) 0.98 (m, 8 H) 1.45 (m, 7 H) 1.68 (m, 1 H) 2.09 (m, 1H) 2.93 (m, 3 H) 7.30 (m, 3 H) 7.45 (m, 3 H) 8.05 (m, 1 H) 9.87 (m, 1 H) 15.45 (m, 1 H). MS (ESI−) m/z 570 (M−H)−. Product: C(CCCCC)C1=CC=C(S1)C(=O)Cl (5-hexylthiophene-2-carboxylic acid chloride). Reactants: S(=O)(Cl)Cl (thionyl chloride), C(CCCCC)C1=CC=C(S1)C(=O)[O-] (5-hexylthiophene-2-carboxylate). RXN SMILES: S(Cl)([Cl:3])=O.[CH2:5]([C:11]1[S:15][C:14]([C:16]([O-:18])=O)=[CH:13][CH:12]=1)[CH2:6][CH2:7][CH2:8][CH2:9][CH3:10]>>[CH2:5]([C:11]1[S:15][C:14]([C:16]([Cl:3])=[O:18])=[CH:13][CH:12]=1)[CH2:6][CH2:7][CH2:8][CH2:9][CH3:10]. Conditions: temperature 80 celsius, time 4 hour. Procedure details: 10 m of thionyl chloride was added to 1.0 g (4.72×10-3 mol) of 5-hexylthiophene-2-carboxylate and the mixture was stirred for 4 hours at 80° C., followed by removal of excess thionyl chloride, whereby 5-hexylthiophene-2-carboxylic acid chloride was obtained. Starting materials: C(#N)C1=CC=C2C(=NNC2=C1)/C=C/C1=CC=C(C(=O)OC)C=C1 ((E)-methyl 4-(2-(6-cyano-1H-indazol-3-yl)vinyl)benzoate), [OH-].[Na+] (NaOH), C1CCOC1 (THF). Solvent: CO (MeOH). Product: C(#N)C1=CC=C2C(=NNC2=C1)/C=C/C1=CC=C(C(=O)O)C=C1 ((E)-4-(2-(6-cyano-1H-indazol-3-yl)vinyl)benzoic acid). Reaction SMILES: [C:1]([C:3]1[CH:11]=[C:10]2[C:6]([C:7](/[CH:12]=[CH:13]/[C:14]3[CH:23]=[CH:22][C:17]([C:18]([O:20]C)=[O:19])=[CH:16][CH:15]=3)=[N:8][NH:9]2)=[CH:5][CH:4]=1)#[N:2].[OH-].[Na+].C1COCC1>CO>[C:1]([C:3]1[CH:11]=[C:10]2[C:6]([C:7](/[CH:12]=[CH:13]/[C:14]3[CH:23]=[CH:22][C:17]([C:18]([OH:20])=[O:19])=[CH:16][CH:15]=3)=[N:8][NH:9]2)=[CH:5][CH:4]=1)#[N:2] |f:1.2|. Procedure: To a round bottom flash containing (E)-methyl 4-(2-(6-cyano-1H-indazol-3-yl)vinyl)benzoate (606 mg, 2 mmol) was added 2 M NaOH (20 mL, 40 mmol), followed by THF (10 mL) and MeOH (10 mL). The resulting mixture was stirred O/N at rt. After removal of THF and MeOH via rotavap, the residue was cooled to 0° C. and treated with 2 M HCl (25 mL) and stirred for 2 min at that temp. The precipitates collected by suction filtration were rinsed with H2O to give crude (E)-4-(2-(6-cyano-1H-indazol-3-yl)vinyl)... The reactants are COCCOC, CC1(C)OB(C2=CC(=O)CCC2)OC1(C)C, Cl[Pd-2](Cl)([PH](c1ccccc1)(c1ccccc1)c1ccccc1)[PH](c1ccccc1)(c1ccccc1)c1ccccc1, Fc1nccnc1I, [Na+], [Na+], O=C([O-])[O-], O. Yields the product O=C1C=C(c2nccnc2F)CCC1. RXN SMILES: [CH3:32][O:33][CH2:34][CH2:35][O:36][CH3:37].[CH3:9][C:10]1([CH3:11])[C:12]([CH3:13])([CH3:14])[O:15][B:16]([C:17]2=[CH:18][C:19](=[O:23])[CH2:20][CH2:21][CH2:22]2)[O:24]1.[Cl:38][Pd-2:39]([Cl:40])([PH:41]([c:42]1[cH:43][cH:44][cH:45][cH:46][cH:47]1)([c:48]1[cH:49][cH:50][cH:51][cH:52][cH:53]1)[c:54]1[cH:55][cH:56][cH:57][cH:58][cH:59]1)[PH:60]([c:61]1[cH:62][cH:63][cH:64][cH:65][cH:66]1)([c:67]1[cH:68][cH:69][cH:70][cH:71][cH:72]1)[c:73]1[cH:74][cH:75][cH:76][cH:77][cH:78]1.[F:1][c:2]1[n:3][cH:4][cH:5][n:6][c:7]1[I:8].[Na+:25].[Na+:26].[O-:27][C:28](=[O:29])[O-:30].[OH2:31]>>[F:1][c:2]1[n:3][cH:4][cH:5][n:6][c:7]1[C:17]1=[CH:18][C:19](=[O:23])[CH2:20][CH2:21][CH2:22]1. RXN SMILES: [C:1]([C:5]1[CH:9]=[C:8]([NH2:10])[NH:7][N:6]=1)([CH3:4])([CH3:3])[CH3:2].C(=O)([O-])[O-].[K+].[K+].[CH2:17]([O:19][C:20](=[O:29])[C:21]1[CH:26]=[C:25]([Cl:27])[CH:24]=[C:23](Br)[CH:22]=1)[CH3:18]>[Cu]I>[CH2:17]([O:19][C:20](=[O:29])[C:21]1[CH:26]=[C:25]([Cl:27])[CH:24]=[C:23]([N:7]2[C:8]([NH2:10])=[CH:9][C:5]([C:1]([CH3:4])([CH3:3])[CH3:2])=[N:6]2)[CH:22]=1)[CH3:18] |f:1.2.3|. The reagents and catalysts are [Cu]I (copper (I) iodide). Isolated yield 19.2%. Reported procedure: 3-(Tert-butyl)-1H-pyrazol-5-amine (1.10 g, 7.90 mmol), potassium carbonate (2.29 g, 16.6 mmol), and copper (I) iodide (75.0 mg, 1.58 mmol) were weighed into a microwave vial and purged with argon. 3-Bromo-5-chloro-benzoic acid ethyl ester (2.50 g, 9.49 mmol) was then added, followed by trans-N,N′-dimethylcyclohexane-diamine (225 mg, 1.58 mmol) and the reaction vessel purged with argon. The reagents were then solvated with toluene (8 mL), and then degassed with argon, sealed and subjected to micr... Yields the product C(C)OC(C1=CC(=CC(=C1)Cl)N1N=C(C=C1N)C(C)(C)C)=O (3-(5-Amino-3-tert-butyl-pyrazol-1-yl)-5-chloro-benzoic acid ethyl ester). Starting materials: C(C)(C)(C)C1=NNC(=C1)N (3-(Tert-butyl)-1H-pyrazol-5-amine), trans-N,N′-dimethylcyclohexane-diamine, C([O-])([O-])=O.[K+].[K+] (potassium carbonate), C(C)OC(C1=CC(=CC(=C1)Cl)Br)=O (3-Bromo-5-chloro-benzoic acid ethyl ester).